Dataset: the Open Reaction Database (ORD), a public repository of structured organic reaction records. Task: describe an organic reaction: reactants, conditions, products, and yield Reactants: C(C1=CC=CC=C1)OC1=C(C=C(C(=O)O)C=C1)C(F)(F)F (4-Benzyloxy-3-trifluoromethyl-benzoic acid), [H-].[Al+3].[Li+].[H-].[H-].[H-] (lithium aluminum hydride). The solvent is C1CCOC1 (THF), C1CCOC1 (THF). Conditions: time 30 minute. The product is C(C1=CC=CC=C1)OC1=C(C=C(C=C1)CO)C(F)(F)F ((4-Benzyloxy-3-trifluoromethyl-phenyl)-methanol). As a reaction SMILES: [CH2:1]([O:8][C:9]1[CH:17]=[CH:16][C:12]([C:13](O)=[O:14])=[CH:11][C:10]=1[C:18]([F:21])([F:20])[F:19])[C:2]1[CH:7]=[CH:6][CH:5]=[CH:4][CH:3]=1.[H-].[Al+3].[Li+].[H-].[H-].[H-]>C1COCC1>[CH2:1]([O:8][C:9]1[CH:17]=[CH:16][C:12]([CH2:13][OH:14])=[CH:11][C:10]=1[C:18]([F:19])([F:21])[F:20])[C:2]1[CH:3]=[CH:4][CH:5]=[CH:6][CH:7]=1 |f:1.2.3.4.5.6|. Reported procedure: 4-Benzyloxy-3-trifluoromethyl-benzoic acid (CAB03046, 3.555 g, 12 mmol) in THF (20 mL) was added dropwise to a suspension of lithium aluminum hydride (1.0 g, 26.3 mmol) in THF (20 mL). The mixture was stirred for another 30 minutes at room temperature and then quenched by addition of 2N NaOH (5 mL). The white precipitate was filtered off and washed with dichloromethane (100 mL), the filtrate was dried over sodium sulphate and concentrated under reduced pressure. The resulting oil was crystallise... Reactants: C(C)OC(=O)C1=NC=CC(=C1[N+](=O)[O-])C(=O)OCC (3-Nitro-pyridine-2,4-dicarboxylic acid diethyl ester). The reagents and catalysts are [Pd] (Palladium on carbon). The solvent is petroleum ether. Conditions: time 4 hour. Product: C(C)OC(=O)C1=NC=CC(=C1N)C(=O)OCC (3-Amino-pyridine-2,4-dicarboxylic acid diethyl ester). Isolated yield 69.7%. As a reaction SMILES: [CH2:1]([O:3][C:4]([C:6]1[C:11]([N+:12]([O-])=O)=[C:10]([C:15]([O:17][CH2:18][CH3:19])=[O:16])[CH:9]=[CH:8][N:7]=1)=[O:5])[CH3:2]>[Pd]>[CH2:1]([O:3][C:4]([C:6]1[C:11]([NH2:12])=[C:10]([C:15]([O:17][CH2:18][CH3:19])=[O:16])[CH:9]=[CH:8][N:7]=1)=[O:5])[CH3:2]. Procedure details: To a solution of 3-Nitro-pyridine-2,4-dicarboxylic acid diethyl ester (55.00 g; 0.19 mol) was added Palladium on carbon (10% w/w) (6.00 g; 0.01 mol). The mixture was stirred at room temperature for 4 hours under 5 Kg of hydrogen pressure. After completion of the reaction, the reaction mixture was filtered through celite and the filtrate concentrated under vacuum. The residue was purified by column chromatography (60-120 mesh) using 15-20% EtOAc: petroleum ether to afford the title compound as a ... Starting materials: FC(S(=O)(=O)OS(=O)(=O)C(F)(F)F)(F)F (Trifluoromethanesulphonic anhydride), ClC1=CC(=C(OC2=NC=NC3=CC(=C(C=C23)OC)O)C=C1)F (4-(4-chloro-2-fluorophenoxy)-7-hydroxy-6-methoxyquinazoline), N1=CC=CC=C1 (pyridine). Run in C(Cl)Cl (methylene chloride). Reaction conditions: temperature 5 celsius, time 1 hour. Product: ClC1=CC(=C(OC2=NC=NC3=CC(=C(C=C23)OC)OS(=O)(=O)C(F)(F)F)C=C1)F (4-(4-chloro-2-fluorophenoxy)-6-methoxy-7-(trifluoromethylsulphonyloxy)quinazoline). Yield: 88.3%. As a reaction SMILES: FC(F)(F)S([O:6][S:7]([C:10]([F:13])([F:12])[F:11])(=[O:9])=[O:8])(=O)=O.[Cl:16][C:17]1[CH:36]=[CH:35][C:20]([O:21][C:22]2[C:31]3[C:26](=[CH:27][C:28](O)=[C:29]([O:32][CH3:33])[CH:30]=3)[N:25]=[CH:24][N:23]=2)=[C:19]([F:37])[CH:18]=1.N1C=CC=CC=1>C(Cl)Cl>[Cl:16][C:17]1[CH:36]=[CH:35][C:20]([O:21][C:22]2[C:31]3[C:26](=[CH:27][C:28]([O:6][S:7]([C:10]([F:11])([F:12])[F:13])(=[O:8])=[O:9])=[C:29]([O:32][CH3:33])[CH:30]=3)[N:25]=[CH:24][N:23]=2)=[C:19]([F:37])[CH:18]=1. Reported procedure: Trifluoromethanesulphonic anhydride (338 mg, 1.2 mmol) was added to a suspension of 4-(4-chloro-2-fluorophenoxy)-7-hydroxy-6-methoxyquinazoline (320 mg, 1 mmol), (prepared as described for the starting material in Example 5), in methylene chloride (2 ml) containing pyridine (2 ml) cooled at 5° C. When the addition was complete, the mixture was left to warm to ambient temperature and stirred for 1 hour. After removal of the volatiles by evaporation, the residue was partitioned between ethyl aceta... Starting materials: ClC=1C2=C(N=CN1)NC(C2)=O (4-Chloro-5,7-dihydro-pyrrolo[2,3-d]pyrimidin-6-one), CC1=C(NC(=C1)C)C=O (3,5-dimethyl-1H-pyrrole-2-carbaldehyde). Yields the product ClC=1C2=C(N=CN1)NC(C2=CC=2NC(=CC2C)C)=O (4-chloro-5-(3,5-dimethyl-1H-pyrrol-2-ylmethylene)-5,7-dihydro-pyrrolo[2,3-d]pyrimidin-6-one). The yield is 44.5%. Reaction SMILES: [Cl:1][C:2]1[C:3]2[CH2:10][C:9](=[O:11])[NH:8][C:4]=2[N:5]=[CH:6][N:7]=1.[CH3:12][C:13]1[CH:17]=[C:16]([CH3:18])[NH:15][C:14]=1[CH:19]=O>>[Cl:1][C:2]1[C:3]2[C:10](=[CH:19][C:14]3[NH:15][C:16]([CH3:18])=[CH:17][C:13]=3[CH3:12])[C:9](=[O:11])[NH:8][C:4]=2[N:5]=[CH:6][N:7]=1. Procedure details: 4-Chloro-5,7-dihydro-pyrrolo[2,3-d]pyrimidin-6-one (1 eq.) was condensed with 3,5-dimethyl-1H-pyrrole-2-carbaldehyde (1 eq.) at room temperature to give (44.5%) of 4-chloro-5-(3,5-dimethyl-1H-pyrrol-2-ylmethylene)-5,7-dihydro-pyrrolo[2,3-d]pyrimidin-6-one. Reaction SMILES: [CH2:1]([C@H:5]1[CH2:10][CH2:9][C@H:8]([CH2:11]O)[CH2:7][CH2:6]1)[CH2:2][CH2:3][CH3:4].N1C=CC=CC=1.O=S(Cl)[Cl:21].Cl>>[CH2:1]([C@H:5]1[CH2:10][CH2:9][C@H:8]([CH2:11][Cl:21])[CH2:7][CH2:6]1)[CH2:2][CH2:3][CH3:4]. The yield is 90.9%. Reaction conditions: time 3 hour. Starting materials: Cl (hydrochloric acid), C(CCC)[C@@H]1CC[C@H](CC1)CO (trans-4-butylcyclohexyl methanol), N1=CC=CC=C1 (pyridine), O=S(Cl)Cl (SOCl2). Yields the product C(CCC)[C@@H]1CC[C@H](CC1)CCl (trans-4-butylcyclohexyl chloromethane). Procedure: Over an ice water bath, 37 g (0.22 mol) of trans-4-butylcyclohexyl methanol and 18 g (0.23 mol) of anhydrous pyridine were stirred and 32 g (0.27 mol) of SOCl2 was added drop-wise to the mixture. The resulting reaction product was stirred on a mantle heater at a temperature of between about 105 and 110° C. for 3 hours. The reaction product was cooled to room temperature and poured into a breaker containing concentrated hydrochloric acid and ice. The oily layer was separated out and the aqueous l... Reaction SMILES: O[CH2:2][C:3]1[CH:21]=[CH:20][C:6]([O:7][CH:8]([CH2:13][C:14]2[CH:19]=[CH:18][CH:17]=[CH:16][CH:15]=2)[C:9]([O:11][CH3:12])=[O:10])=[CH:5][CH:4]=1.C(Br)(Br)(Br)[Br:23].C1(P(C2C=CC=CC=2)C2C=CC=CC=2)C=CC=CC=1>C(Cl)Cl>[Br:23][CH2:2][C:3]1[CH:21]=[CH:20][C:6]([O:7][CH:8]([CH2:13][C:14]2[CH:19]=[CH:18][CH:17]=[CH:16][CH:15]=2)[C:9]([O:11][CH3:12])=[O:10])=[CH:5][CH:4]=1. The reactants are OCC1=CC=C(OC(C(=O)OC)CC2=CC=CC=C2)C=C1 (methyl 2-(4-hydroxymethylphenoxy)-3-phenylpropanoate), C(Br)(Br)(Br)Br (carbon tetrabromide), C1(=CC=CC=C1)P(C1=CC=CC=C1)C1=CC=CC=C1 (triphenylphosphine). Solvent: C(Cl)Cl (CH2Cl2). The product is BrCC1=CC=C(OC(C(=O)OC)CC2=CC=CC=C2)C=C1 (methyl 2-(4-bromomethylphenoxy)-3-phenylpropanoate). Reported procedure: To a cooled (0° C.) solution of 0.230 g (0.80 mmol) of the product of Step D dissolved in 4 mL of CH2Cl2 was added 0.263 g (1.00 mmol) of carbon tetrabromide and 0.333 g (1.00 mmol) of triphenylphosphine. After 15 minutes at 0° C., the reaction mixture was allowed to warm to room temperature and was stirred for an additional 6 hours. The reaction was then concentrated in vacuo and purified on a silica gel flash chromatography column eluted with 5% ethyl acetate/hexane to afford 097 g (35%) of th... Run at time 15 minute. Isolated yield 35.0%.